This data is from the Open Reaction Database (ORD), a public repository of structured organic reaction records. The task is: describe an organic reaction: reactants, conditions, products, and yield The reactants are ClC1=C(C(=CC(=C1)C)C)N1C2=C(CCC1)C(N(N2)C)=O (7-(2-chloro-4,6-dimethylphenyl)-2-methyl-1,2,4,5,6,7-hexahydropyrazolo[3,4-b]pyridin-3-one), ClC1=C(C=CC(=C1)Cl)N1C2=C(CCC1)C(N(N2)C)=O (7-(2,4-dichlorophenyl)-2-methyl-1,2,4,5,6,7-hexahydropyrazolo[3,4-b]pyridin-3-one). Yields the product Cl.ClC1=C(C=CC(=C1)Cl)N1C=2C(CCC1)=C(N(N2)C)OC(CCC)CCC (7-(2,4-Dichlorophenyl)-2-methyl-3-(1-propylbutoxy)-4,5,6,7-tetrahydro-2H-pyrazolo[3,4-b]pyridine hydrochloride). RXN SMILES: [Cl:1][C:2]1[CH:7]=[C:6]([CH3:8])[CH:5]=[C:4](C)[C:3]=1N1CCCC2C(=O)N(C)NC1=2.[Cl:21][C:22]1[CH:27]=[C:26]([Cl:28])[CH:25]=[CH:24][C:23]=1[N:29]1[CH2:34][CH2:33][CH2:32][C:31]2[C:35](=[O:39])[N:36]([CH3:38])[NH:37][C:30]1=2>>[ClH:1].[Cl:21][C:22]1[CH:27]=[C:26]([Cl:28])[CH:25]=[CH:24][C:23]=1[N:29]1[CH2:34][CH2:33][CH2:32][C:31]2=[C:35]([O:39][CH:2]([CH2:7][CH2:6][CH3:8])[CH2:3][CH2:4][CH3:5])[N:36]([CH3:38])[N:37]=[C:30]12 |f:2.3|. Reported procedure: Example 12b was prepared according to the procedure described in Example 12a, except that 7-(2-chloro-4,6-dimethylphenyl)-2-methyl-1,2,4,5,6,7-hexahydropyrazolo[3,4-b]pyridin-3-one was replaced by 7-(2,4-dichlorophenyl)-2-methyl-1,2,4,5,6,7-hexahydropyrazolo[3,4-b]pyridin-3-one. The reactants are C(C)(C)(C)C=1C=C(C(=O)O)C=C(C1O)C(C)(C)C (3,5-di-tert.-butyl-4-hydroxybenzoic acid), CO (methanol). Product: C(C)(C)(C)C=1C=C(C(=O)OC)C=C(C1O)C(C)(C)C (Methyl 3,5-di-tert.butyl-4-hydroxylbenzoate). As a reaction SMILES: [C:1]([C:5]1[CH:6]=[C:7]([CH:11]=[C:12]([C:15]([CH3:18])([CH3:17])[CH3:16])[C:13]=1[OH:14])[C:8]([OH:10])=[O:9])([CH3:4])([CH3:3])[CH3:2].[CH3:19]O>>[C:1]([C:5]1[CH:6]=[C:7]([CH:11]=[C:12]([C:15]([CH3:18])([CH3:17])[CH3:16])[C:13]=1[OH:14])[C:8]([O:10][CH3:19])=[O:9])([CH3:4])([CH3:3])[CH3:2]. Procedure: In a 500 cc 1-necked, round bottom flask, fitted with a condenser and stirring bar, were placed under nitrogen: 37.55 g. (0.15 mole) 3,5-di-tert.-butyl-4-hydroxybenzoic acid, 7.5 g. Amberlyst 15 catalyst, and 300 cc (7.43 moles) methanol. The solution was refluxed 15 hours, after which time the hot solution was filtered, concentrated, and cooled to afford 31.9 g. (81%) white crystals which were washed with hexane and dried. The melting point was 165.0° -166.5° C. The infrared and NMR spectra of ... Starting materials: [Li+], CCOC(=O)CN1CCN(C2(C)CCN(C(=O)C(Cc3cc(Cl)c(N)c(C(F)(F)F)c3)OC(=O)N3CCC(N4CCc5ccccc5NC4=O)CC3)CC2)CC1, [OH-]. Product: CC1(N2CCN(CC(=O)O)CC2)CCN(C(=O)C(Cc2cc(Cl)c(N)c(C(F)(F)F)c2)OC(=O)N2CCC(N3CCc4ccccc4NC3=O)CC2)CC1. As a reaction SMILES: [Li+:58].[O:1]=[C:2]1[NH:3][c:4]2[c:5]([cH:53][cH:54][cH:55][cH:56]2)[CH2:6][CH2:7][N:8]1[CH:9]1[CH2:10][CH2:11][N:12]([C:15](=[O:16])[O:17][CH:18]([C:19](=[O:20])[N:21]2[CH2:22][CH2:23][C:24]([CH3:27])([N:28]3[CH2:29][CH2:30][N:31]([CH2:34][C:35](=[O:36])[O:37][CH2:38][CH3:39])[CH2:32][CH2:33]3)[CH2:25][CH2:26]2)[CH2:40][c:41]2[cH:42][c:43]([Cl:52])[c:44]([NH2:51])[c:45]([C:47]([F:48])([F:49])[F:50])[cH:46]2)[CH2:13][CH2:14]1.[OH-:57]>>[O:1]=[C:2]1[NH:3][c:4]2[c:5]([cH:53][cH:54][cH:55][cH:56]2)[CH2:6][CH2:7][N:8]1[CH:9]1[CH2:10][CH2:11][N:12]([C:15](=[O:16])[O:17][CH:18]([C:19](=[O:20])[N:21]2[CH2:22][CH2:23][C:24]([CH3:27])([N:28]3[CH2:29][CH2:30][N:31]([CH2:34][C:35](=[O:36])[OH:37])[CH2:32][CH2:33]3)[CH2:25][CH2:26]2)[CH2:40][c:41]2[cH:42][c:43]([Cl:52])[c:44]([NH2:51])[c:45]([C:47]([F:48])([F:49])[F:50])[cH:46]2)[CH2:13][CH2:14]1. Reactants: C(C1=CC=CC=C1)OC=1C(=NC=NC1C1=CC=C(C=C1)C)C(=O)OCC1=CC=CC=C1 (benzyl 5-(benzyloxy)-6-p-tolylpyrimidine-4-carboxylate), O.[OH-].[Li+] (lithium hydroxide monohydrate). Run in CO (methanol). Conditions: temperature 90 celsius. Yields the product C(C1=CC=CC=C1)OC=1C(=NC=NC1C1=CC=C(C=C1)C)C(=O)O (5-(benzyloxy)-6-p-tolylpyrimidine-4-carboxylic acid). RXN SMILES: [CH2:1]([O:8][C:9]1[C:10]([C:22]([O:24]CC2C=CC=CC=2)=[O:23])=[N:11][CH:12]=[N:13][C:14]=1[C:15]1[CH:20]=[CH:19][C:18]([CH3:21])=[CH:17][CH:16]=1)[C:2]1[CH:7]=[CH:6][CH:5]=[CH:4][CH:3]=1.O.[OH-].[Li+]>CO>[CH2:1]([O:8][C:9]1[C:10]([C:22]([OH:24])=[O:23])=[N:11][CH:12]=[N:13][C:14]=1[C:15]1[CH:20]=[CH:19][C:18]([CH3:21])=[CH:17][CH:16]=1)[C:2]1[CH:7]=[CH:6][CH:5]=[CH:4][CH:3]=1 |f:1.2.3|. Procedure details: To a solution of benzyl 5-(benzyloxy)-6-p-tolylpyrimidine-4-carboxylate P71 (90 mg, 0.22 mmol) in methanol (5 mL) was added lithium hydroxide monohydrate (46 mg, 1.10 mmol). The reaction mixture was heated in a microwave reactor at 90° C. for 10 minutes. The organic solvent was evaporated under reduced pressure. Ethyl acetate and 1 N hydrochloric acid were added. The organic layer was washed with water and saturated brine. The organic layer was dried over anhydrous sodium sulfate. The organic so... Solvent: C(Cl)Cl (DCM). Procedure: A mixture of ethyl 2-oxoacetate (50% solution in toluene; 4.066 g; 20.00 mmol), 2-methylpropane-2-sulfinamide (2.424 g; 20.00 mmol), and 4 angstrom molecular sieves (60 g) in anh. DCM (250 ml) was stirred at rt, under nitrogen, for 65 h. The reaction mixture was then filtered over celite, and the separated solids were washed with AcOEt (3×200 ml). The filtrate was then dried over anh. MgSO4, filtered, and concentrated to dryness under reduced pressure affording ethyl 2-((tert-butylsulfinyl)imino... The reactants are O=CC(=O)OCC (ethyl 2-oxoacetate), CC(C)(C)S(=O)N (2-methylpropane-2-sulfinamide). Yields the product C(C)(C)(C)S(=O)N=CC(=O)OCC (ethyl 2-((tert-butylsulfinyl)imino)acetate). As a reaction SMILES: O=[CH:2][C:3]([O:5][CH2:6][CH3:7])=[O:4].[CH3:8][C:9]([S:12]([NH2:14])=[O:13])([CH3:11])[CH3:10]>C(Cl)Cl>[C:9]([S:12]([N:14]=[CH:2][C:3]([O:5][CH2:6][CH3:7])=[O:4])=[O:13])([CH3:11])([CH3:10])[CH3:8]. Conditions: time 65 hour. Reactants: C(C)(C)(C)C1CC(CC(N1)C)C1=NC=C2C(N1)=CC=N2 (6-(tert-butyl)-2-methyl-4-piperidylpyrrolo[3,2-d]pyrimidine), CCOC(=O)C (EtOAc), Cl (HCl). Run in CO (MeOH). Yields the product O.Cl.C(C)(C)(C)C1CC(CC(N1)C)C1=NC=C2C(N1)=CC=N2 (6-(tert-Butyl)-2-methyl-4-piperidylpyrrolo[3,2-d]pyrimidine Hydrochloride Hydrate). Isolated yield 83.0%. Reaction SMILES: [C:1]([CH:5]1[NH:10][CH:9]([CH3:11])[CH2:8][CH:7]([C:12]2[NH:17][C:16]3=[CH:18][CH:19]=[N:20][C:15]3=[CH:14][N:13]=2)[CH2:6]1)([CH3:4])([CH3:3])[CH3:2].CC[O:23]C(C)=O.[ClH:27]>CO>[OH2:23].[ClH:27].[C:1]([CH:5]1[NH:10][CH:9]([CH3:11])[CH2:8][CH:7]([C:12]2[NH:17][C:16]3=[CH:18][CH:19]=[N:20][C:15]3=[CH:14][N:13]=2)[CH2:6]1)([CH3:2])([CH3:3])[CH3:4] |f:4.5.6|. Procedure details: Using the method described in Example 30 by employing 1-(tert-butyl)vinylpyrrolidine (freshly prepared before use) (1.20 g, 7.73 mmol), 2-methyl-4,6-dichloro-5-nitropyrimidine (Example 76(b)) (1.60 g, 7.73 mmol), N,N-diisopropylethyl amine (Aldrich Chemical Company) (1.3 mL, 7.73 mmol), piperidine (Aldrich Chemical Company) (1.2 mL, 12.4 mmol), NEt3 (Aldrich Chemical Company) (2.0 mL) and SnCl2 (23 mL of a 2M solution in DMF). The crude residue was purified by flash chromatography on silica gel ... The reactants are Cl.COC(CN)=O (Glycine methyl ester hydrochloride), CN1CCOCC1 (N-methylmorpholine), CN1CCOCC1 (N-methylmorpholine), C(C=CC1=CC=CC=C1)(=O)Cl (Cinnamoyl chloride). Solvent: O1CCCC1 (tetrahydrofuran), C(C)(=O)OCC (ethyl acetate). Run at time 30 minute. The product is COC(CNC(C=CC1=CC=CC=C1)=O)=O (cinnamoyl-glycine methyl ester). As a reaction SMILES: Cl.[CH3:2][O:3][C:4](=[O:7])[CH2:5][NH2:6].CN1CCOCC1.[C:15](Cl)(=[O:24])[CH:16]=[CH:17][C:18]1[CH:23]=[CH:22][CH:21]=[CH:20][CH:19]=1>O1CCCC1.C(OCC)(=O)C>[CH3:2][O:3][C:4](=[O:7])[CH2:5][NH:6][C:15](=[O:24])[CH:16]=[CH:17][C:18]1[CH:23]=[CH:22][CH:21]=[CH:20][CH:19]=1 |f:0.1|. Reported procedure: Glycine methyl ester hydrochloride was suspended in tetrahydrofuran, the suspension was cooled to -5° C. to -10° C., and then half of the N-methylmorpholine was added. Cinnamoyl chloride was added immediately, followed by the other half of the N-methylmorpholine. The reaction mixture was stirred for 30 minutes at low temperature, then it was allowed to warm to room temperature and stirring was continued for 2 to 3 hours. After being diluted with ethyl acetate (about 750 ml) the solution was wash...